This data is from the Open Reaction Database (ORD), a public repository of structured organic reaction records. The task is: describe an organic reaction: reactants, conditions, products, and yield The reactants are N(O)=C1SC(C(=N1)CC)(C)CC (2-oxo-4,5-diethyl-5-methyl-3-thiazoline-oxime), CN=C=O (methyl isocyanate). The product is CNC(=O)ON=C1SC(C(=N1)CC)(C)CC (2-oxo-4,5-diethyl-5-methyl-3-thiazoline-O-(methylcarbamoyl)-oxime). Reaction SMILES: [N:1](=[C:3]1[N:7]=[C:6]([CH2:8][CH3:9])[C:5]([CH2:11][CH3:12])([CH3:10])[S:4]1)[OH:2].[CH3:13][N:14]=[C:15]=[O:16]>>[CH3:13][NH:14][C:15]([O:2][N:1]=[C:3]1[N:7]=[C:6]([CH2:8][CH3:9])[C:5]([CH2:11][CH3:12])([CH3:10])[S:4]1)=[O:16]. Procedure: 2-oxo-4,5-diethyl-5-methyl-3-thiazoline-oxime was reacted with methyl isocyanate as described in Example 4 to yield 2-oxo-4,5-diethyl-5-methyl-3-thiazoline-O-(methylcarbamoyl)-oxime, m.p. 88°-90° C. The 2-oxo-4,5-diethyl-5-methyl-3-thiazoline-oxime starting material melts at 125°-128° C. Reactants: CCBr, [NH2-], [Na], c1ccc2c(c1)CCc1ccccc1N2CC1CNCCO1, O, c1ccccc1. The product is CCN1CCOC(CN2c3ccccc3CCc3ccccc32)C1. Reaction SMILES: [CH2:25]([CH3:26])[Br:27].[NH2-:2].[Na:1].[O:3]1[CH:4]([CH2:9][N:10]2[c:11]3[c:12]([cH:21][cH:22][cH:23][cH:24]3)[CH2:13][CH2:14][c:15]3[c:16]2[cH:17][cH:18][cH:19][cH:20]3)[CH2:5][NH:6][CH2:7][CH2:8]1.[OH2:28].[cH:29]1[cH:30][cH:31][cH:32][cH:33][cH:34]1>>[O:3]1[CH:4]([CH2:9][N:10]2[c:11]3[c:12]([cH:21][cH:22][cH:23][cH:24]3)[CH2:13][CH2:14][c:15]3[c:16]2[cH:17][cH:18][cH:19][cH:20]3)[CH2:5][N:6]([CH2:25][CH3:26])[CH2:7][CH2:8]1.